This data is from the Open Reaction Database (ORD), a public repository of structured organic reaction records. The task is: describe an organic reaction: reactants, conditions, products, and yield The product is CN(CCCOC1=C(C=CC=C1)C=CCC1=CC=CC=C1)C (N,N-Dimethyl-3-[2-(3-phenyl-1-propenyl)phenoxy]propanamine). The reactants are CN(CCCOC1=C(C=O)C=CC=C1)C (2-(3-dimethylaminopropoxy)-benzaldehyde), C(C1=CC=CC=C1)N (benzylamine), C1(=CC=CC=C1)C (toluene). Procedure details: A solution of 20.0 g of 2-(3-dimethylaminopropoxy)-benzaldehyde and 10.3 g of benzylamine in 100 ml of toluene is heated at reflux for 1 hour in a procedure described for Example 1. The yield of product is 22.1 g, boiling point 175°-178° C/0.05 mm of Hg. RXN SMILES: [CH3:1][N:2]([CH3:15])[CH2:3][CH2:4][CH2:5][O:6][C:7]1[CH:14]=[CH:13][CH:12]=[CH:11][C:8]=1[CH:9]=O.[CH2:16](N)[C:17]1[CH:22]=[CH:21][CH:20]=[CH:19][CH:18]=1.[C:24]1(C)C=CC=CC=1>>[CH3:1][N:2]([CH3:15])[CH2:3][CH2:4][CH2:5][O:6][C:7]1[CH:14]=[CH:13][CH:12]=[CH:11][C:8]=1[CH:9]=[CH:24][CH2:16][C:17]1[CH:22]=[CH:21][CH:20]=[CH:19][CH:18]=1. Reactants: ClC1=C2N=C(N(C2=NC=N1)CC1=CC=C(C=C1)C1=C(C=CC=C1)C1=NN=NN1)CCC (6-Chloro-8-propyl-9-(2'-(tetrazol-5-yl)biphen-4-yl)methylpurine). Reagents/catalysts: [Pd] (Pd-C). Run in C(C)O (ethanol). Yields the product C(CC)C=1N(C2=NC=NC=C2N1)CC1=CC=C(C=C1)C1=C(C=CC=C1)C1=NN=NN1 (8-Propyl-9-(2'-(tetrazol-5-yl)biphen-4-yl)methylpurine), solid. As a reaction SMILES: Cl[C:2]1[N:10]=[CH:9][N:8]=[C:7]2[C:3]=1[N:4]=[C:5]([CH2:29][CH2:30][CH3:31])[N:6]2[CH2:11][C:12]1[CH:17]=[CH:16][C:15]([C:18]2[CH:23]=[CH:22][CH:21]=[CH:20][C:19]=2[C:24]2[NH:28][N:27]=[N:26][N:25]=2)=[CH:14][CH:13]=1>C(O)C.[Pd]>[CH2:29]([C:5]1[N:6]([CH2:11][C:12]2[CH:17]=[CH:16][C:15]([C:18]3[CH:23]=[CH:22][CH:21]=[CH:20][C:19]=3[C:24]3[NH:28][N:27]=[N:26][N:25]=3)=[CH:14][CH:13]=2)[C:7]2[C:3]([N:4]=1)=[CH:2][N:10]=[CH:9][N:8]=2)[CH2:30][CH3:31]. Procedure: 6-Chloro-8-propyl-9-(2'-(tetrazol-5-yl)biphen-4-yl)methylpurine (0.030 g) was dissolved in ethanol (2 ml) and was stirred under an atmosphere of hydrogen in presence of Pd-C(10%) (0.01 g) for 24 hours. The catalyst was filtered off and the filtrate was evaporated to dryness giving the pure desired product as a glass like solid (0.020 g). The reactants are CCOC(C)=O, Cc1cc(Oc2c(F)cc(C(F)(F)F)cc2Cl)nn1C(=O)OC(C)(C)C. The product is Cc1cc(Oc2c(F)cc(C(F)(F)F)cc2Cl)n[nH]1. RXN SMILES: [CH3:27][CH2:28][O:29][C:30](=[O:31])[CH3:32].[Cl:1][c:2]1[c:3]([O:13][c:14]2[n:15][n:16]([C:20]([O:21][C:22]([CH3:23])([CH3:24])[CH3:25])=[O:26])[c:17]([CH3:19])[cH:18]2)[c:4]([F:12])[cH:5][c:6]([C:8]([F:9])([F:10])[F:11])[cH:7]1>>[Cl:1][c:2]1[c:3]([O:13][c:14]2[n:15][nH:16][c:17]([CH3:19])[cH:18]2)[c:4]([F:12])[cH:5][c:6]([C:8]([F:9])([F:10])[F:11])[cH:7]1. Starting materials: [H-].[Al+3].[Li+].[H-].[H-].[H-] (Lithium aluminum hydride), resultant mixture, O (water), aqueous solution, [OH-].[Na+] (sodium hydroxide), O (water), resultant suspension, C(C)(=O)N1CCC(CC1)CN (1-acetyl-4-aminomethylpiperidine). Solvent: O1CCCC1 (tetrahydrofuran), C(C)(=O)OCC (ethyl acetate), O1CCCC1 (tetrahydrofuran). The product is C(C)N1CCC(CC1)CN (1-Ethyl -4-aminomethylpiperdine). Yield: 83.6%. RXN SMILES: [H-].[Al+3].[Li+].[H-].[H-].[H-].[C:7]([N:10]1[CH2:15][CH2:14][CH:13]([CH2:16][NH2:17])[CH2:12][CH2:11]1)(=O)[CH3:8].O.[OH-].[Na+]>O1CCCC1.C(OCC)(=O)C>[CH2:7]([N:10]1[CH2:15][CH2:14][CH:13]([CH2:16][NH2:17])[CH2:12][CH2:11]1)[CH3:8] |f:0.1.2.3.4.5,8.9|. Procedure details: Lithium aluminum hydride (1.06 g) was suspended in tetrahydrofuran (70 ml) and the resultant suspension was stirred under nitrogen atmosphere under ice cooling. Next, 1-acetyl-4-aminomethylpiperidine (4.14 g). dissolved in tetrahydrofuran (30 ml) was added thereto and the resultant mixture was stirred at room temperature for 10 min and heated under reflux overnight. Then the reaction mixtures were ice-cooled and water (1.06 ml), a 5 N aqueous solution of sodium hydroxide (1.06 ml) and further wa... Product: CCc1cc2c(ccc(=O)n2Cc2ccc(N)cc2)c(CC)n1. As a reaction SMILES: [CH2:1]([CH3:2])[c:3]1[c:4]2[cH:5][cH:6][c:7](=[O:25])[n:8]([CH2:15][c:16]3[cH:17][cH:18][c:19]([N+:22]([O-:23])=[O:24])[cH:20][cH:21]3)[c:9]2[cH:10][c:11]([CH2:13][CH3:14])[n:12]1.[CH2:26]1[O:27][CH2:28][CH2:29][CH2:30]1.[Pt:31](=[O:32])=[O:33]>>[CH2:1]([CH3:2])[c:3]1[c:4]2[cH:5][cH:6][c:7](=[O:25])[n:8]([CH2:15][c:16]3[cH:17][cH:18][c:19]([NH2:22])[cH:20][cH:21]3)[c:9]2[cH:10][c:11]([CH2:13][CH3:14])[n:12]1. Reactants: CCc1cc2c(ccc(=O)n2Cc2ccc([N+](=O)[O-])cc2)c(CC)n1, C1CCOC1, O=[Pt]=O. Product: ClCCCN1NC2=C(N1)C=CC=C2 (2-(3-chloropropyl)-1H-1,2,3-benzotriazole). Reactants: N1N=NC2=C1C=CC=C2 (Benzotriazole), BrCCCCl (1-bromo-3-chloro propane). Procedure: Benzotriazole (303 mg, 2.54 mmol) and 1-bromo-3-chloro propane (437 mg, 2.77 mmol) were used according to the method of Example 291, Step A to yield 2-(3-chloropropyl)-1H-1,2,3-benzotriazole (182 mg, 37%). The title compound was prepared according to Example 286, Step C as a yellow oil (20 mg, 40%) from (8aS,12aR)-6,7,8a,9,10,11,12,12a-octahydro-5H-pyrido[4,3-b][1,4]thiazepino[2,3,4-hi]indole (30 mg, 0.12 mmol) and 2-(3-chloropropyl)-1H-1,2,3-benzotriazole (48 mg, 0.24 mmol). 1H NMR (CDCl3) δ1.8... RXN SMILES: [NH:1]1[C:5]2[CH:6]=[CH:7][CH:8]=[CH:9][C:4]=2[N:3]=[N:2]1.Br[CH2:11][CH2:12][CH2:13][Cl:14]>>[Cl:14][CH2:13][CH2:12][CH2:11][N:2]1[NH:3][C:4]2[CH:9]=[CH:8][CH:7]=[CH:6][C:5]=2[NH:1]1. Yield: 36.3%. Starting materials: C=CN1CCCC1=O, ClC(Cl)Cl, [O-]Cl, ON=CCCN1CCCCC1, [Na+]. The product is O=C1CCCN1C1CC(CCN2CCCCC2)=NO1. RXN SMILES: [CH:1](=[CH2:2])[N:3]1[C:4](=[O:8])[CH2:5][CH2:6][CH2:7]1.[CH:23]([Cl:24])([Cl:25])[Cl:26].[Cl:9][O-:10].[N:12]1([CH2:18][CH2:19][CH:20]=[N:21][OH:22])[CH2:13][CH2:14][CH2:15][CH2:16][CH2:17]1.[Na+:11]>>[CH:1]1([N:3]2[C:4](=[O:8])[CH2:5][CH2:6][CH2:7]2)[CH2:2][C:20]([CH2:19][CH2:18][N:12]2[CH2:13][CH2:14][CH2:15][CH2:16][CH2:17]2)=[N:21][O:22]1.